This data is from the Open Reaction Database (ORD), a public repository of structured organic reaction records. The task is: describe an organic reaction: reactants, conditions, products, and yield Starting materials: N#Cc1nccnc1Cl, [H-], [Na+], CN(C)C=O, c1ccccc1, Sc1nnc(S)s1. The product is N#Cc1nccnc1Sc1nnc(S)s1. Reaction SMILES: [Cl:10][c:11]1[c:12]([C:17]#[N:18])[n:13][cH:14][cH:15][n:16]1.[H-:9].[Na+:8].[O:19]=[CH:20][N:21]([CH3:22])[CH3:23].[cH:24]1[cH:25][cH:26][cH:27][cH:28][cH:29]1.[s:1]1[c:2]([SH:7])[n:3][n:4][c:5]1[SH:6]>>[s:1]1[c:2]([S:7][c:11]2[c:12]([C:17]#[N:18])[n:13][cH:14][cH:15][n:16]2)[n:3][n:4][c:5]1[SH:6]. Starting materials: CC(C)([O-])C.[K+] (potassium tert-butoxide), C(C)(C)(C)OC(=O)N1[C@@H](CC(C1)=O)C(=O)O ((S)-1-(tert-butoxycarbonyl)-4-oxopyrrolidine-2-carboxylic acid). The reagents and catalysts are [Br-].C[P+](C1=CC=CC=C1)(C1=CC=CC=C1)C1=CC=CC=C1 (methyltriphenylphosphonium bromide). The solvent is CC1OCCC1 (2-methyl tetrahydrofuran). Conditions: temperature 0 celsius, time 2 hour. The product is C(C)(C)(C)OC(=O)N1[C@@H](CC(C1)=C)C(=O)O ((S)-1-(tert-butoxycarbonyl)-4-methylenepyrrolidine-2-carboxylic acid). Reaction SMILES: [CH3:1]C(C)([O-])C.[K+].[C:7]([O:11][C:12]([N:14]1[CH2:18][C:17](=O)[CH2:16][C@H:15]1[C:20]([OH:22])=[O:21])=[O:13])([CH3:10])([CH3:9])[CH3:8]>[Br-].C[P+](C1C=CC=CC=1)(C1C=CC=CC=1)C1C=CC=CC=1.CC1CCCO1>[C:7]([O:11][C:12]([N:14]1[CH2:18][C:17](=[CH2:1])[CH2:16][C@H:15]1[C:20]([OH:22])=[O:21])=[O:13])([CH3:10])([CH3:9])[CH3:8] |f:0.1,3.4|. Reported procedure: To a suspension of methyltriphenylphosphonium bromide (2.2 eq.) in 2-methyl tetrahydrofuran (3 vol) was added rapidly solid potassium tert-butoxide (2.3 eq.) maintaining the temperature around 0° C. The temperature was kept at +20° C. for 2 hours (a suspension remained) and re-cooled to 0° C. Keeping the temperature below 6° C., (S)-1-(tert-butoxycarbonyl)-4-oxopyrrolidine-2-carboxylic acid (1 eq.) was added over 40 minutes. The reaction was warmed to room temperature and stirred for 16 h and th... The reactants are resultant solution, C(C(=O)OCC)(=O)OCC (diethyl oxalate), Cl (HCl), C(C)(=O)C=1SC(=CC1)CC1=CC(=CC=C1)F (2-acetyl-5-(3-fluorobenzyl)thiophene), [Li+].CC(C)[N-]C(C)C (LDA), C(C)C1=CC=CC=C1 (ethylbenzene), resultant mixture. Run in C(C)(=O)OCC (ethyl acetate), C1CCOC1 (THF), CCCCCCC (heptane), C1CCOC1 (THF). Conditions: temperature -78 celsius, time 40 minute. The product is O=C(C(=O)O)CC(C=1SC(=CC1)CC1=CC(=CC=C1)F)=O (2,4-dioxo-4-[5-(3-fluorobenzyl)thiophen-2-yl]butanoic acid). Reaction SMILES: [C:1]([C:4]1[S:5][C:6]([CH2:9][C:10]2[CH:15]=[CH:14][CH:13]=[C:12]([F:16])[CH:11]=2)=[CH:7][CH:8]=1)(=[O:3])[CH3:2].[Li+].CC([N-]C(C)C)C.C(C1C=CC=CC=1)C.[C:33](OCC)(=[O:39])[C:34]([O:36]CC)=[O:35].Cl>C1COCC1.CCCCCCC.C(OCC)(=O)C>[O:39]=[C:33]([CH2:2][C:1](=[O:3])[C:4]1[S:5][C:6]([CH2:9][C:10]2[CH:15]=[CH:14][CH:13]=[C:12]([F:16])[CH:11]=2)=[CH:7][CH:8]=1)[C:34]([OH:36])=[O:35] |f:1.2|. Procedure: To a cold (−78° C.) solution of 2-acetyl-5-(3-fluorobenzyl)thiophene (315 mg, 1.34 mmol) in anhydrous THF (5 mL) under an atmosphere of argon, LDA (0.7 mL, 2 M in a mixture of heptane, THF and ethylbenzene, 1.40 mmol) was added dropwise over a period of 10 min. After the reaction mixture was stirred at −78° C. for an additional 40 min, diethyl oxalate (0.26 mL, 1.91 mmol) was added over a period of 5 min. The resultant mixture was allowed to warm to rt and stirred overnight. The resultant soluti... The reactants are C(=O)(N1C=NC=C1)N1C=NC=C1 (1,1'-carbonyldiimidazole), NC1=NN=NN1 (5-aminotetrazole), O1CCCC1 (tetrahydrofuran), C(=O)(O)C1=CN=C2SC3=C(N2C1=O)C=CC=C3 (3-carboxy-4-oxo-4H-pyrimido[2,1-b]benzothiazole). The solvent is CN(C=O)C (dimethylformamide). The product is N1N=NN=C1NC(=O)C1=CN=C2SC3=C(N2C1=O)C=CC=C3 (N-(5-Tetrazolyl)-4-oxo-4H-pyrimido[2,1-b]benzothiazole-3-carboxamide). RXN SMILES: C(N1C=CN=C1)(N1C=CN=C1)=O.O1CCCC1.[C:18]([C:21]1[C:29](=[O:30])[N:28]2[C:24]([S:25][C:26]3[CH:34]=[CH:33][CH:32]=[CH:31][C:27]=32)=[N:23][CH:22]=1)([OH:20])=O.[NH2:35][C:36]1[NH:40][N:39]=[N:38][N:37]=1>CN(C)C=O>[NH:37]1[C:36]([NH:35][C:18]([C:21]2[C:29](=[O:30])[N:28]3[C:24]([S:25][C:26]4[CH:34]=[CH:33][CH:32]=[CH:31][C:27]=43)=[N:23][CH:22]=2)=[O:20])=[N:40][N:39]=[N:38]1. Procedure: To a solution of 360 mg. of 1,1'-carbonyldiimidazole in 6 ml. of dry tetrahydrofuran at 140° C. is added dropwise 500 mg. of 3-carboxy-4-oxo-4H-pyrimido[2,1-b]benzothiazole in 6 ml. of dry dimethylformamide. After heating for 3 hrs., 186 mg. of 5-aminotetrazole is added, and the heating maintained for an additional 15 min. The reaction mixture is cooled and the precipitated product filtered. Recrystallization from dimethylformamide gives 200 mg. of the desired product, m.p. 330°-332° C. Starting materials: Cc1ccc(S(=O)(=O)OCC2COCCO2)cc1, Cc1ccc(S(=O)(=O)OCC2COCCO2)cc1, O=C1Nc2ccccc2C12COc1cc3c(cc12)OCCCO3, O=C1Nc2ccccc2C12COc1cc3c(cc12)OCO3. Yields the product O=C1N(CC2COCCO2)c2ccccc2C12COc1cc3c(cc12)OCCCO3. RXN SMILES: [CH3:45][c:46]1[cH:47][cH:48][c:49]([S:50]([O:51][CH2:56][CH:57]2[O:58][CH2:59][CH2:60][O:61][CH2:62]2)(=[O:52])=[O:53])[cH:54][cH:55]1.[CH3:63][c:64]1[cH:65][cH:66][c:67]([S:68]([O:69][CH2:70][CH:71]2[CH2:72][O:73][CH2:74][CH2:75][O:76]2)(=[O:77])=[O:78])[cH:79][cH:80]1.[NH:1]1[C:2](=[O:23])[C:3]2([CH2:4][O:5][c:6]3[c:7]2[cH:8][c:9]2[c:10]([cH:16]3)[O:11][CH2:12][CH2:13][CH2:14][O:15]2)[c:17]2[cH:18][cH:19][cH:20][cH:21][c:22]21.[NH:24]1[c:25]2[c:26]([cH:27][cH:28][cH:29][cH:30]2)[C:31]2([c:32]3[cH:33][c:34]4[c:38]([cH:39][c:40]3[O:41][CH2:42]2)[O:37][CH2:36][O:35]4)[C:43]1=[O:44]>>[N:1]1([CH2:56][CH:57]2[O:58][CH2:59][CH2:60][O:61][CH2:62]2)[C:2](=[O:23])[C:3]2([CH2:4][O:5][c:6]3[c:7]2[cH:8][c:9]2[c:10]([cH:16]3)[O:11][CH2:12][CH2:13][CH2:14][O:15]2)[c:17]2[cH:18][cH:19][cH:20][cH:21][c:22]21.